describe an organic reaction: reactants, conditions, products, and yield From a dataset of the Open Reaction Database (ORD), a public repository of structured organic reaction records. Reactants: FC1=C(C(=CC(=C1)COC)F)B1OC(C(O1)(C)C)(C)C (2-[2,6-difluoro-4-(methoxymethyl)phenyl]-4,4,5,5-tetramethyl-1,3,2-dioxaborolane), BrC1=C(C=CC(=N1)C(=O)OC)F (methyl 6-bromo-5-fluoropyridine-2-carboxylate), CCN(C(C)C)C(C)C (DIPEA). Reagents/catalysts: CC(C)([P](C(C)(C)C)([Pd][P](C(C)(C)C)(C(C)(C)C)C(C)(C)C)C(C)(C)C)C (Bis(tri-tert-butylphosphine)palladium). Run in O1CCOCC1 (1,4-dioxane), O (water). Run at temperature 120 celsius. Product: FC1=C(C(=CC(=C1)COC)F)C1=C(C=CC(=N1)C(=O)OC)F (methyl 6-[2,6-difluoro-4-(methoxymethyl)phenyl]-5-fluoropyridine-2-carboxylate). As a reaction SMILES: [F:1][C:2]1[CH:7]=[C:6]([CH2:8][O:9][CH3:10])[CH:5]=[C:4]([F:11])[C:3]=1B1OC(C)(C)C(C)(C)O1.Br[C:22]1[N:27]=[C:26]([C:28]([O:30][CH3:31])=[O:29])[CH:25]=[CH:24][C:23]=1[F:32].CCN(C(C)C)C(C)C>O1CCOCC1.O.CC(C)([P](C(C)(C)C)([Pd][P](C(C)(C)C)(C(C)(C)C)C(C)(C)C)C(C)(C)C)C>[F:11][C:4]1[CH:5]=[C:6]([CH2:8][O:9][CH3:10])[CH:7]=[C:2]([F:1])[C:3]=1[C:22]1[N:27]=[C:26]([C:28]([O:30][CH3:31])=[O:29])[CH:25]=[CH:24][C:23]=1[F:32] |^1:51,57|. Procedure: A mixture of 2-[2,6-difluoro-4-(methoxymethyl)phenyl]-4,4,5,5-tetramethyl-1,3,2-dioxaborolane (0.364 g, 1.28 mmol), methyl 6-bromo-5-fluoropyridine-2-carboxylate (0.300 g, 1.28 mmol) and DIPEA (0.67 mL, 3.8 mmol) in 1,4-dioxane (6 mL) and water (0.30 mL) was purged with nitrogen. Bis(tri-tert-butylphosphine)palladium (65.5 mg, 0.128 mmol) was added to the mixture. The resulting reaction mixture was then heated at 120° C. for 40 min. The mixture was filtered through a pad of diatomaceous earth an... Starting materials: BrC=1C=C(C=CC1)O (3-bromophenol), C1(=CC=C(C=C1)S(=O)(=O)[O-])C.[NH+]1=CC=CC=C1 (pyridinium p-toluenesulfonate), O1CCCC=C1 (3,4-dihydro-2H-pyran). Run in ClCCl (dichloromethane). Conditions: time 24 hour. Yields the product BrC=1C=C(C=CC1)OC1OCCCC1 (3-Bromo-1-(2-tetrahydropyranoxy)benzene). As a reaction SMILES: [Br:1][C:2]1[CH:3]=[C:4]([OH:8])[CH:5]=[CH:6][CH:7]=1.C1(C)C=CC(S([O-])(=O)=O)=CC=1.[NH+]1C=CC=CC=1.[O:26]1[CH:31]=[CH:30][CH2:29][CH2:28][CH2:27]1>ClCCl>[Br:1][C:2]1[CH:3]=[C:4]([O:8][CH:27]2[CH2:28][CH2:29][CH2:30][CH2:31][O:26]2)[CH:5]=[CH:6][CH:7]=1 |f:1.2|. Procedure: To a solution of 8.80 g (50.9 mmol) of 3-bromophenol (distilled) and 1.28 g (5.1 mmol) of pyridinium p-toluenesulfonate in 50 ml of dichloromethane was added 6.42 g (7.0 ml, 76.3 mmol) of 3,4-dihydro-2H-pyran. The resulting clear solution was stirred at room temperature for 24 hours, partitioned between 200 ml of water and 400 ml of hexane, and the layers were separated. The organic phase was washed with 100 ml of water, 50 ml of 1N aqueous NaOH solution and 100 ml of brine solution, dried over ...